Dataset: the Open Reaction Database (ORD), a public repository of structured organic reaction records. Task: describe an organic reaction: reactants, conditions, products, and yield Product: CCCCOc1ccccc1. Reaction SMILES: [Br:12][CH2:13][CH2:14][CH2:15][CH3:16].[CH3:17][CH2:18][OH:19].[CH3:9][CH2:10][O-:11].[Na+:8].[OH:1][c:2]1[cH:3][cH:4][cH:5][cH:6][cH:7]1>>[O:1]([c:2]1[cH:3][cH:4][cH:5][cH:6][cH:7]1)[CH2:13][CH2:14][CH2:15][CH3:16]. Reactants: CCCCBr, CCO, CC[O-], [Na+], Oc1ccccc1. Run in O1CCCC1 (tetrahydrofuran), O1CCCC1 (tetrahydrofuran). Product: C(C=C)N1CC2C(C2C1)(C)C=1C=C(N)C=CC1 (3-(3-Allyl-6-methyl-3-azabicyclo[3.1.0]hex-6-yl)aniline). Run at temperature 50 celsius, time 1 hour. As a reaction SMILES: [H-].[Al+3].[Li+].[H-].[H-].[H-].[CH2:7]([N:10]1[CH2:15][CH:14]2[CH:12]([C:13]2([C:17]2[CH:22]=[CH:21][CH:20]=[C:19]([NH2:23])[CH:18]=2)[CH3:16])[C:11]1=O)[CH:8]=[CH2:9]>O1CCCC1>[CH2:7]([N:10]1[CH2:11][CH:12]2[CH:14]([C:13]2([C:17]2[CH:18]=[C:19]([CH:20]=[CH:21][CH:22]=2)[NH2:23])[CH3:16])[CH2:15]1)[CH:8]=[CH2:9] |f:0.1.2.3.4.5|. Reactants: [H-].[Al+3].[Li+].[H-].[H-].[H-] (lithium aluminium hydride), C(C=C)N1C(C2C(C2C1)(C)C1=CC(=CC=C1)N)=O (3-allyl-6-(3-aminophenyl)-6-methyl-3-azabicyclo[3.1.0]hexan-2-one). The yield is 100.3%. Reported procedure: To dry tetrahydrofuran (300 ml) under nitrogen was added dropwise lithium aluminium hydride (1M in tetrahydrofuran, 75 ml, 75 mmol). To this solution, 3-allyl-6-(3-aminophenyl)-6-methyl-3-azabicyclo[3.1.0]hexan-2-one (Preparation 51, 9.0 g, 37.1 mmol) dissolved in tetrahydrofuran (200 ml), was added dropwise at 0° C. The reaction mixture was stirred for 1 h and then heated to 50° C. for 3 h. The reaction mixture was quenched with water (150 ml) and solid sodium hydrogen carbonate was added. The ...